Dataset: the Open Reaction Database (ORD), a public repository of structured organic reaction records. Task: describe an organic reaction: reactants, conditions, products, and yield The reactants are ClC1=NC2=CC(=CC(=C2C(=C1C)Cl)F)F (2,4-dichloro-5,7-difluoro-3-methylquinoline), C(CCC)[Sn](C=1C=CC(=NC1)N1CCOCC1)(CCCC)CCCC (4-(5-(tributylstannyl)-pyridin-2-yl)morpholine), palladium tetrakistriphenylphosphine. Solvent: C1(=CC=CC=C1)C (toluene). Product: ClC1=C(C(=NC2=CC(=CC(=C12)F)F)C=1C=CC(=NC1)N1CCOCC1)C (4-(5-(4-chloro-5,7-difluoro-3-methylquinolin-2-yl)pyridin-2-yl)morpholine). RXN SMILES: Cl[C:2]1[C:11]([CH3:12])=[C:10]([Cl:13])[C:9]2[C:4](=[CH:5][C:6]([F:15])=[CH:7][C:8]=2[F:14])[N:3]=1.C([Sn](CCCC)(CCCC)[C:21]1[CH:22]=[CH:23][C:24]([N:27]2[CH2:32][CH2:31][O:30][CH2:29][CH2:28]2)=[N:25][CH:26]=1)CCC>C1(C)C=CC=CC=1>[Cl:13][C:10]1[C:9]2[C:4](=[CH:5][C:6]([F:15])=[CH:7][C:8]=2[F:14])[N:3]=[C:2]([C:21]2[CH:22]=[CH:23][C:24]([N:27]3[CH2:28][CH2:29][O:30][CH2:31][CH2:32]3)=[N:25][CH:26]=2)[C:11]=1[CH3:12]. Procedure details: The Stille coupled product was prepared according to Procedure E using 2,4-dichloro-5,7-difluoro-3-methylquinoline (0.30 g, 1.21 mmol), 4-(5-(tributylstannyl)-pyridin-2-yl)morpholine (0.66 g, 1.45 mmol), palladium tetrakistriphenylphosphine (0.140 g, 0.12 mmol) in toluene (2 mL) to give 4-(5-(4-chloro-5,7-difluoro-3-methylquinolin-2-yl)pyridin-2-yl)morpholine as a white solid. Mass Spectrum (ESI) m/e=376.0 (M+1).